From a dataset of the Open Reaction Database (ORD), a public repository of structured organic reaction records. describe an organic reaction: reactants, conditions, products, and yield Reactants: BrC1=CC(=NC=C1OC)C (4-bromo-5-methoxy-2-methyl-pyridine), C1CC(=O)N(C1=O)Br (NBS), CC(C)(C#N)N=NC(C)(C)C#N (AIBN), C(C1=CC=CC=C1)(=O)OOC(C1=CC=CC=C1)=O (benzoyl peroxide). Solvent: C(Cl)(Cl)(Cl)Cl (CCl4), CCOC(=O)C (EtOAc). Yields the product BrC1=CC(=NC=C1OC)CBr (4-Bromo-2-bromomethyl-5-methoxy-pyridine). RXN SMILES: [Br:1][C:2]1[C:7]([O:8][CH3:9])=[CH:6][N:5]=[C:4]([CH3:10])[CH:3]=1.C1C(=O)N([Br:18])C(=O)C1.CC(N=NC(C#N)(C)C)(C#N)C.C(OOC(=O)C1C=CC=CC=1)(=O)C1C=CC=CC=1>C(Cl)(Cl)(Cl)Cl.CCOC(C)=O>[Br:1][C:2]1[C:7]([O:8][CH3:9])=[CH:6][N:5]=[C:4]([CH2:10][Br:18])[CH:3]=1. Procedure: A solution of 4-bromo-5-methoxy-2-methyl-pyridine (Step AL3) (1.9 g, 9.4 mmol), NBS (1.8 g, 9.9 mmol), AIBN (15 mg, 0.094 mmol) and benzoyl peroxide (23 mg, 0.094 mmol) in CCl4 (2 mL) was stirred at rt for 18 h. The reaction mixture was dissolved in EtOAc and extracted with a saturated aqueous solution of NaHCO3, washed with brine, dried (Na2SO4), filtered and concentrated. The crude product was purified by silica gel column chromatography (hexane/EtOAc, 100:0→70:30). ESI-MS: tR=0.90 min, [M+H]+... The reactants are O=C1C2=C(C=CC1Br)CCCCC2, [C-]#N, c1ccc2c(c1)OCCOCCOc1ccccc1OCCOCCO2, Cc1ccccc1, [Na+], O. Yields the product N#CC1C=CC2=C(CCCCC2)C1=O. RXN SMILES: [Br:1][CH:2]1[CH:3]=[CH:4][C:5]2=[C:6]([CH2:7][CH2:8][CH2:9][CH2:10][CH2:11]2)[C:12]1=[O:13].[C-:14]#[N:15].[CH2:18]1[O:19][CH2:20][CH2:21][O:22][c:23]2[c:24]([cH:25][cH:26][cH:27][cH:28]2)[O:29][CH2:30][CH2:31][O:32][CH2:33][CH2:34][O:35][c:36]2[c:37]([cH:38][cH:39][cH:40][cH:41]2)[O:42][CH2:43]1.[CH3:44][c:45]1[cH:46][cH:47][cH:48][cH:49][cH:50]1.[Na+:16].[OH2:17]>>[CH:2]1([C:14]#[N:15])[CH:3]=[CH:4][C:5]2=[C:6]([CH2:7][CH2:8][CH2:9][CH2:10][CH2:11]2)[C:12]1=[O:13]. Reactants: O=C(O)CNC(=O)c1cccc(Br)c1, C(=NC1CCCCC1)=NC1CCCCC1, C1CN2CCC(CC2)N1, C1COCCO1, O. Product: O=C(NCC(=O)N1CCN2CCC1CC2)c1cccc(Br)c1. RXN SMILES: [Br:1][c:2]1[cH:3][c:4]([C:5](=[O:6])[NH:7][CH2:8][C:9](=[O:10])[OH:11])[cH:12][cH:13][cH:14]1.[CH:15]1([N:16]=[C:17]=[N:18][CH:19]2[CH2:20][CH2:21][CH2:22][CH2:23][CH2:24]2)[CH2:25][CH2:26][CH2:27][CH2:28][CH2:29]1.[N:30]12[CH2:31][CH2:32][NH:33][CH:34]([CH2:35][CH2:36]1)[CH2:37][CH2:38]2.[O:40]1[CH2:41][CH2:42][O:43][CH2:44][CH2:45]1.[OH2:39]>>[Br:1][c:2]1[cH:3][c:4]([C:5](=[O:6])[NH:7][CH2:8][C:9](=[O:11])[N:33]2[CH2:32][CH2:31][N:30]3[CH2:36][CH2:35][CH:34]2[CH2:37][CH2:38]3)[cH:12][cH:13][cH:14]1.